This data is from the Open Reaction Database (ORD), a public repository of structured organic reaction records. The task is: describe an organic reaction: reactants, conditions, products, and yield Reactants: N1=C(N=CC=C1)N1CCC(=CC1)C(=O)O (1-Pyrimidin-2-yl-1,2,3,6-tetrahydro-pyridine-4-carboxylic acid), C(=O)(C(=O)Cl)Cl ((COCl)2), N1=CC=CC=C1 (pyridine), C(C)(C)(C)C1=CC=C(N)C=C1 (4-tert-butylaniline). Reagents/catalysts: CN(C)C=1C=CN=CC1 (DMAP). Solvent: C(Cl)Cl (CH2Cl2), CN(C)C=O (DMF), O (water), C1(=CC=CC=C1)C (PhMe). Run at time 90 minute. Yields the product C(C)(C)(C)C1=CC=C(C=C1)NC(=O)C=1CCN(CC1)C1=NC=CC=N1 (1-Pyrimidin-2-yl-1,2,3,6-tetrahydro-pyridine-4-carboxylic acid (4-tert-butyl-phenyl)-amide). The yield is 534.8%. RXN SMILES: [N:1]1[CH:6]=[CH:5][CH:4]=[N:3][C:2]=1[N:7]1[CH2:12][CH:11]=[C:10]([C:13]([OH:15])=O)[CH2:9][CH2:8]1.C(Cl)(C(Cl)=O)=O.N1C=CC=CC=1.[C:28]([C:32]1[CH:38]=[CH:37][C:35]([NH2:36])=[CH:34][CH:33]=1)([CH3:31])([CH3:30])[CH3:29]>C(Cl)Cl.C1(C)C=CC=CC=1.CN(C1C=CN=CC=1)C.O.CN(C=O)C>[C:28]([C:32]1[CH:33]=[CH:34][C:35]([NH:36][C:13]([C:10]2[CH2:9][CH2:8][N:7]([C:2]3[N:1]=[CH:6][CH:5]=[CH:4][N:3]=3)[CH2:12][CH:11]=2)=[O:15])=[CH:37][CH:38]=1)([CH3:31])([CH3:29])[CH3:30]. Reported procedure: To a suspension of 1-Pyrimidin-2-yl-1,2,3,6-tetrahydro-pyridine-4-carboxylic acid (60.4 mg, 0.194 mmol) and DMF (cat) in CH2Cl2 (1 mL) was added (COCl)2 (0.027 mL, 0.31 mmol). The mixture was stirred for 90 minutes, diluted with PhMe (0.5 mL), concentrated under reduced pressure to dryness, and dissolved in CH2Cl2 (1.5 mL). To the solution were added pyridine (0.027 mL, 0.33 mmol), DMAP (cat), and 4-tert-butylaniline (0.037 mL, 0.023 mmol). The mixture was stirred 1 hour, diluted with water and ... Starting materials: CC(C)(C)OC(=O)N1C(CN)CC2CC21, O=C(O)c1cccc2cccnc12. The product is CC(C)(C)OC(=O)N1C(CNC(=O)c2cccc3cccnc23)CC2CC21. Reaction SMILES: [C:1]([CH3:2])([CH3:3])([CH3:4])[O:5][C:6](=[O:7])[N:8]1[CH:9]2[CH2:10][CH:11]2[CH2:12][CH:13]1[CH2:14][NH2:15].[n:16]1[cH:17][cH:18][cH:19][c:20]2[cH:21][cH:22][cH:23][c:24]([C:26](=[O:27])[OH:28])[c:25]12>>[C:1]([CH3:2])([CH3:3])([CH3:4])[O:5][C:6](=[O:7])[N:8]1[CH:9]2[CH2:10][CH:11]2[CH2:12][CH:13]1[CH2:14][NH:15][C:26]([c:24]1[cH:23][cH:22][cH:21][c:20]2[cH:19][cH:18][cH:17][n:16][c:25]21)=[O:27].